The task is: describe an organic reaction: reactants, conditions, products, and yield. This data is from the Open Reaction Database (ORD), a public repository of structured organic reaction records. The reactants are C(C)(C)(C)N1CC(C1)CO (1-t-butyl-3-azetidinemethanol), C1=CC(=CC=C1O)C (p-cresol). Product: CC(C)(C)N1CC(C1)COC1=CC=C(C=C1)C (1-(1,1-dimethylethyl)-3-[(4-methylphenoxy)methyl]azetidine). RXN SMILES: [C:1]([N:5]1[CH2:8][CH:7]([CH2:9][OH:10])[CH2:6]1)([CH3:4])([CH3:3])[CH3:2].[CH:11]1[C:16](O)=[CH:15][CH:14]=[C:13]([CH3:18])[CH:12]=1>>[CH3:2][C:1]([N:5]1[CH2:8][CH:7]([CH2:9][O:10][C:16]2[CH:15]=[CH:14][C:13]([CH3:18])=[CH:12][CH:11]=2)[CH2:6]1)([CH3:4])[CH3:3]. Procedure: Following the procedures of Example 8, the title compound is prepared from 1-t-butyl-3-azetidinemethanol and p-cresol.